Dataset: the Open Reaction Database (ORD), a public repository of structured organic reaction records. Task: describe an organic reaction: reactants, conditions, products, and yield Starting materials: FC(COC(C(=C)C1=CC=C(C=C1)CC(C)C)=O)(F)F (2-(p-isobutylphenyl)acrylic acid-2,2,2-trifluoroethyl ester), [H][H] (hydrogen). Reagents/catalysts: [C].[Pd] (palladium-carbon). Run in CO (methanol). Product: FC(COC(C(C)C1=CC=C(C=C1)CC(C)C)=O)(F)F (2-(p-isobutylphenyl)propionic acid-2,2,2-trifluoroethyl ester). The yield is 86.1%. As a reaction SMILES: [F:1][C:2]([F:20])([F:19])[CH2:3][O:4][C:5](=[O:18])[C:6]([C:8]1[CH:13]=[CH:12][C:11]([CH2:14][CH:15]([CH3:17])[CH3:16])=[CH:10][CH:9]=1)=[CH2:7].[H][H]>CO.[C].[Pd]>[F:1][C:2]([F:19])([F:20])[CH2:3][O:4][C:5](=[O:18])[CH:6]([C:8]1[CH:13]=[CH:12][C:11]([CH2:14][CH:15]([CH3:16])[CH3:17])=[CH:10][CH:9]=1)[CH3:7] |f:3.4|. Procedure: To a mixture of 2.86 g of 2-(p-isobutylphenyl)acrylic acid-2,2,2-trifluoroethyl ester in 50 ml of methanol was added 0.25 g of palladium-carbon(10%). Hydrogenation was carried out at ordinary temperature and pressure and stopped when a theoretical amount of hydrogen was absorbed. The palladium-carbon was filtered off to give a filtrate. The filtrate was then concentrated in vacuo to yield 2.48 g of 2-(p-isobutylphenyl)propionic acid-2,2,2-trifluoroethyl ester. Mass spectrum: parent ion 288 m/e. Starting materials: Cl, [Na+], [Na+], O=C([O-])O, CN(C)C=O, [OH-], COc1cc(O)cc2cc(-c3ccc(O)cc3)oc12, O=P(Cl)(Cl)Cl. The product is COc1cc(O)c(C=O)c2cc(-c3ccc(O)cc3)oc12. As a reaction SMILES: [ClH:27].[Na+:26].[Na+:32].[O-:28][C:29]([OH:30])=[O:31].[O:33]=[CH:34][N:35]([CH3:36])[CH3:37].[OH-:25].[OH:1][c:2]1[cH:3][cH:4][c:5](-[c:8]2[o:9][c:10]3[c:11]([cH:12]2)[cH:13][c:14]([OH:19])[cH:15][c:16]3[O:17][CH3:18])[cH:6][cH:7]1.[P:20]([Cl:21])([Cl:22])([Cl:23])=[O:24]>>[OH:1][c:2]1[cH:3][cH:4][c:5](-[c:8]2[o:9][c:10]3[c:11]([cH:12]2)[c:13]([CH:29]=[O:28])[c:14]([OH:19])[cH:15][c:16]3[O:17][CH3:18])[cH:6][cH:7]1. The reactants are [BH3-]C#N, C1=C2c3ccccc3C3CC2(CN1Cc1ccccc1)c1ccccc13, CO, CC(=O)O, Cl, [Na+]. Product: c1ccc(CN2CC3c4ccccc4C4CC3(C2)c2ccccc24)cc1. Reaction SMILES: [C:29]([BH3-:30])#[N:31].[CH2:1]([c:2]1[cH:3][cH:4][cH:5][cH:6][cH:7]1)[N:8]1[CH:9]=[C:10]2[C:11]3([CH2:12]1)[c:13]1[c:14]([cH:23][cH:24][cH:25][cH:26]1)[CH:15]([c:16]1[c:17]2[cH:18][cH:19][cH:20][cH:21]1)[CH2:22]3.[CH3:27][OH:28].[CH3:34][C:35](=[O:36])[OH:37].[ClH:33].[Na+:32]>>[CH2:1]([c:2]1[cH:3][cH:4][cH:5][cH:6][cH:7]1)[N:8]1[CH2:9][CH:10]2[C:11]3([CH2:12]1)[c:13]1[c:14]([cH:23][cH:24][cH:25][cH:26]1)[CH:15]([c:16]1[c:17]2[cH:18][cH:19][cH:20][cH:21]1)[CH2:22]3. Starting materials: C(C)OC(=O)C=1C(=C2C(=NC1C)N(N=C2)CC)Cl (4-chloro-1-ethyl-6-methyl-1H-pyrazolo[3,4-b]pyridine-5-carboxylic acid ethyl ester), OC(CCN)C (3-hydroxy-n-butylamine). The solvent is C1(=CC=CC=C1)C (toluene). Reaction conditions: temperature 45 celsius. Product: C(C)OC(=O)C=1C(=C2C(=NC1C)N(N=C2)CC)NCCC(C)O (1-Ethyl-4-(3-hydroxy-n-butylamino)-6-methyl-1H-pyrazolo-[3,4-b]pyridine-5-carboxylic acid ethyl ester). RXN SMILES: [CH2:1]([O:3][C:4]([C:6]1[C:7](Cl)=[C:8]2[CH:15]=[N:14][N:13]([CH2:16][CH3:17])[C:9]2=[N:10][C:11]=1[CH3:12])=[O:5])[CH3:2].[OH:19][CH:20]([CH3:24])[CH2:21][CH2:22][NH2:23]>C1(C)C=CC=CC=1>[CH2:1]([O:3][C:4]([C:6]1[C:7]([NH:23][CH2:22][CH2:21][CH:20]([OH:19])[CH3:24])=[C:8]2[CH:15]=[N:14][N:13]([CH2:16][CH3:17])[C:9]2=[N:10][C:11]=1[CH3:12])=[O:5])[CH3:2]. Procedure: 2.75 each of 4-chloro-1-ethyl-6-methyl-1H-pyrazolo[3,4-b]pyridine-5-carboxylic acid ethyl ester and 3-hydroxy-n-butylamine are combined with 15.6 ml of dry toluene under N2 and heated at 45° C. for 48 hours. The mixture was cooled to room temperature and the toluene layer was decanted from the oil that separated out. The toluene layer was washed with water and then dried and concentrated in vacuo to yield 3.7 g of product which crystallized on trituration with hexane. This was recrytallized from... The reactants are CC1=C(OCCN(C)CCC2=CC=C(C=C2)[N+](=O)[O-])C=CC=C1 (N-[2-(2-methylphenoxy)ethyl]-N-methyl-2-(4-nitrophenyl)ethylamine). Solvent: C(C)(=O)OCC.CO (ethyl acetate methanol). Yields the product CN(CCOC1=C(C=CC=C1)C)CCC1=CC=C(C=C1)N (N-Methyl-N-[2-(2-methylphenoxy)ethyl]-2-(4-aminophenyl)ethylamine), base. The yield is 82.0%. Reaction SMILES: [CH3:1][C:2]1[CH:23]=[CH:22][CH:21]=[CH:20][C:3]=1[O:4][CH2:5][CH2:6][N:7]([CH2:9][CH2:10][C:11]1[CH:16]=[CH:15][C:14]([N+:17]([O-])=O)=[CH:13][CH:12]=1)[CH3:8]>C(OCC)(=O)C.CO>[CH3:8][N:7]([CH2:9][CH2:10][C:11]1[CH:12]=[CH:13][C:14]([NH2:17])=[CH:15][CH:16]=1)[CH2:6][CH2:5][O:4][C:3]1[CH:20]=[CH:21][CH:22]=[CH:23][C:2]=1[CH3:1] |f:1.2|. Procedure details: The title compound is prepared as described in Example 7, except that N-[2-(2-methylphenoxy)ethyl]-N-methyl-2-(4-nitrophenyl)ethylamine (Example 3) is used as starting material to obtain a yield of 82% of the base (oil), Rf=0.35 (ethyl acetate/methanol=9:1).